From a dataset of the Open Reaction Database (ORD), a public repository of structured organic reaction records. describe an organic reaction: reactants, conditions, products, and yield Starting materials: C=O, CC1CCC(C(=O)N(c2cc(C#CC(C)(C)C)sc2C(=O)O)N(C)C2CCNCC2)CC1, CC(=O)O. The product is CC1CCC(C(=O)N(c2cc(C#CC(C)(C)C)sc2C(=O)O)N(C)C2CCN(C)CC2)CC1. As a reaction SMILES: [CH2:33]=[O:34].[CH3:1][C:2]([C:3]#[C:4][c:5]1[cH:6][c:7]([N:13]([N:14]([CH:15]2[CH2:16][CH2:17][NH:18][CH2:19][CH2:20]2)[CH3:21])[C:22](=[O:23])[CH:24]2[CH2:25][CH2:26][CH:27]([CH3:30])[CH2:28][CH2:29]2)[c:8]([C:10](=[O:11])[OH:12])[s:9]1)([CH3:31])[CH3:32].[CH3:35][C:36](=[O:37])[OH:38]>>[CH3:1][C:2]([C:3]#[C:4][c:5]1[cH:6][c:7]([N:13]([N:14]([CH:15]2[CH2:16][CH2:17][N:18]([CH3:35])[CH2:19][CH2:20]2)[CH3:21])[C:22](=[O:23])[CH:24]2[CH2:25][CH2:26][CH:27]([CH3:30])[CH2:28][CH2:29]2)[c:8]([C:10](=[O:11])[OH:12])[s:9]1)([CH3:31])[CH3:32]. Reactants: CC1=NN2C(C=CC=C2)=C1 (2-methylpyrazolo[1,5-a]pyridine), Cl.C(C1=CN=CC=C1)Cl (nicotinyl chloride hydrochloride), O1CCOCC1 (1,4-dioxane). Product: CC1=NN2C(C=CC=C2)=C1C(C1=CN=CC=C1)=O (2-methyl-3-nicotinoylpyrazolo[1,5-a]pyridine). As a reaction SMILES: [CH3:1][C:2]1[CH:10]=[C:5]2[CH:6]=[CH:7][CH:8]=[CH:9][N:4]2[N:3]=1.Cl.[CH2:12](Cl)[C:13]1[CH:18]=[CH:17][CH:16]=[N:15][CH:14]=1.[O:20]1CCOCC1>>[CH3:1][C:2]1[C:10]([C:12](=[O:20])[C:13]2[CH:18]=[CH:17][CH:16]=[N:15][CH:14]=2)=[C:5]2[CH:6]=[CH:7][CH:8]=[CH:9][N:4]2[N:3]=1 |f:1.2|. Procedure: To a solution of 110 g of 2-methylpyrazolo[1,5-a]pyridine in 600 ml of 1,4-dioxane was added 150 g of nicotinyl chloride hydrochloride with stirring. The resulting solution was heated to reflux for 2 hours, and after removal of solvent in vacuo, the residue was dissolved in 500 ml of water and neutralized with potassium carbonate. The aqueous layer was extracted with 500 ml of benzene, the extract was dried over anhydrous Na2SO4, and after removal of solvent, the residue was recrystallized from ... The reactants are Cc1ccn2ncnc(Cl)c12, ClC(Cl)(Cl)Cl, CC(C)(C#N)N=NC(C)(C)C#N, O=C1CCC(=O)N1Br. Yields the product Clc1ncnn2ccc(CBr)c12. As a reaction SMILES: [Cl:1][c:2]1[n:3][cH:4][n:5][n:6]2[c:7]1[c:8]([CH3:11])[cH:9][cH:10]2.[Cl:32][C:33]([Cl:34])([Cl:35])[Cl:36].[N:12]#[C:13][C:14]([N:15]=[N:16][C:17]([C:18]#[N:19])([CH3:20])[CH3:21])([CH3:22])[CH3:23].[O:24]=[C:25]1[N:26]([Br:31])[C:27](=[O:28])[CH2:29][CH2:30]1>>[Cl:1][c:2]1[n:3][cH:4][n:5][n:6]2[c:7]1[c:8]([CH2:11][Br:31])[cH:9][cH:10]2.